This data is from the Open Reaction Database (ORD), a public repository of structured organic reaction records. The task is: describe an organic reaction: reactants, conditions, products, and yield The reactants are C(C1=CC=CC=C1)OC1=CC=C(C=C1)[C@H]1CC[C@H](CC1)NCCC1=CC=CC=C1 (cis-[4-(4-benzyloxy-phenyl)-cyclohexyl]-phenethyl-amine), C(C1=CC=CC=C1)OC1=CC=C(C=C1)C1CCC(CC1)=O (4-(4-benzyloxy-phenyl)-cyclohexanone), C1(=CC=C(C=C1)OCC)N (phenetylamine). Product: C(C1=CC=CC=C1)OC1=CC=C(C=C1)[C@@H]1CC[C@H](CC1)NCCC1=CC=CC=C1 (trans-[4-(4-benzyloxy-phenyl)-cyclohexyl]-phenethyl-amine). Isolated yield 15.0%. Reaction SMILES: [CH2:1]([O:8][C:9]1[CH:14]=[CH:13][C:12]([C@@H:15]2[CH2:20][CH2:19][C@H:18]([NH:21][CH2:22][CH2:23][C:24]3[CH:29]=[CH:28][CH:27]=[CH:26][CH:25]=3)[CH2:17][CH2:16]2)=[CH:11][CH:10]=1)[C:2]1[CH:7]=[CH:6][CH:5]=[CH:4][CH:3]=1.C(OC1C=CC(C2CCC(=O)CC2)=CC=1)C1C=CC=CC=1.C1(N)C=CC(OCC)=CC=1>>[CH2:1]([O:8][C:9]1[CH:14]=[CH:13][C:12]([C@H:15]2[CH2:16][CH2:17][C@H:18]([NH:21][CH2:22][CH2:23][C:24]3[CH:29]=[CH:28][CH:27]=[CH:26][CH:25]=3)[CH2:19][CH2:20]2)=[CH:11][CH:10]=1)[C:2]1[CH:3]=[CH:4][CH:5]=[CH:6][CH:7]=1. Procedure details: Following the general method of example 3, cis-[4-(4-benzyloxy-phenyl)-cyclohexyl]-phenethyl-amine, (260 mg; 11% light yellow oil, MS: m/e=386.2 (M+H+)) trans-[4-(4-benzyloxy-phenyl)-cyclohexyl]-phenethyl-amine (370 mg; 15 % white crystals, MS: m/e=386.3 (M+H+)) were prepared from 4-(4-benzyloxy-phenyl)-cyclohexanone (1.8 g; 6.4 mmol) and phenetylamine (0.78 g; 6.4 mmol). Product: COC1=CC=C2CCC(C(C2=C1)(C)C)=O (7-Methoxy-1,1-dimethyl-3,4-dihydro-1H-napthalen-2-one). The solvent is CCOC(=O)C (EtOAc). The reactants are O (Water), CC(C)([O-])C.[Na+] (sodium tert butoxide), C1CCOC1 (THF), COC1=CC=C2CCC(CC2=C1)=O (7-methoxy-3,4-dihydro-1H-napthalen-2-one), CI (methyl iodide), C1CCOC1 (THF). Procedure details: A slurry of sodium tert butoxide (21.1 g, 220 mmol) in THF (100 mL) was cooled to 0° C. A solution of 7-methoxy-3,4-dihydro-1H-napthalen-2-one (17.6 g, 100 mmol) and methyl iodide (30.1 g, 220 mmol) in THF (100 mL) was added dropwise over 40 min, and the reaction mixture was warmed to room temperature after 10 min. Water (200 mL) and EtOAc (600 mL) was added. The layers were separated, the organic layer was washed with water (5×100 mL) and saturated NaCl (100 mL), filtered and dried with Na2SO4 ... Reaction SMILES: [CH3:1]C(C)([O-])C.[Na+].COC1C=[C:17]2[C:12]([CH2:13][CH2:14][C:15](=[O:19])[CH2:16]2)=[CH:11][CH:10]=1.CI.O.[CH2:23]1[CH2:27][O:26][CH2:25][CH2:24]1>CCOC(C)=O>[CH3:25][O:26][C:27]1[CH:23]=[C:24]2[C:12]([CH2:17][CH2:16][C:15](=[O:19])[C:14]2([CH3:13])[CH3:1])=[CH:11][CH:10]=1 |f:0.1|. Reactants: C1CCOC1, CO, Cl, COC(=O)C(NC(=O)c1ccc(-c2ccc(Nc3nc4ccc(F)cc4s3)c(F)c2)cc1)C(C)C, [Li+], [OH-], O. Product: CC(C)C(NC(=O)c1ccc(-c2ccc(Nc3nc4ccc(F)cc4s3)c(F)c2)cc1)C(=O)O. As a reaction SMILES: [CH2:41]1[O:42][CH2:43][CH2:44][CH2:45]1.[CH3:36][OH:37].[ClH:40].[F:1][c:2]1[cH:3][c:4](-[c:19]2[cH:20][cH:21][c:22]([C:25](=[O:26])[NH:27][CH:28]([CH:29]([CH3:30])[CH3:31])[C:32](=[O:33])[O:34][CH3:35])[cH:23][cH:24]2)[cH:5][cH:6][c:7]1[NH:8][c:9]1[s:10][c:11]2[c:12]([n:13]1)[cH:14][cH:15][c:16]([F:18])[cH:17]2.[Li+:39].[OH-:38].[OH2:46]>>[F:1][c:2]1[cH:3][c:4](-[c:19]2[cH:20][cH:21][c:22]([C:25](=[O:26])[NH:27][CH:28]([CH:29]([CH3:30])[CH3:31])[C:32](=[O:33])[OH:34])[cH:23][cH:24]2)[cH:5][cH:6][c:7]1[NH:8][c:9]1[s:10][c:11]2[c:12]([n:13]1)[cH:14][cH:15][c:16]([F:18])[cH:17]2.